From a dataset of the Open Reaction Database (ORD), a public repository of structured organic reaction records. describe an organic reaction: reactants, conditions, products, and yield Reactants: CC(O)c1cc(C(F)(F)F)ccc1Br, C[N+]1([O-])CCOCC1, CC#N, CCC[N+](CCC)(CCC)CCC, ClCCl, O=[Ru](=O)(=O)[O-]. Yields the product CC(=O)c1cc(C(F)(F)F)ccc1Br. RXN SMILES: [Br:1][c:2]1[c:3]([CH:12]([CH3:13])[OH:14])[cH:4][c:5]([C:8]([F:9])([F:10])[F:11])[cH:6][cH:7]1.[CH3:15][N+:16]1([O-:22])[CH2:17][CH2:18][O:19][CH2:20][CH2:21]1.[CH3:23][C:24]#[N:25].[CH3:34][CH2:35][CH2:36][N+:37]([CH2:38][CH2:39][CH3:40])([CH2:41][CH2:42][CH3:43])[CH2:44][CH2:45][CH3:46].[Cl:26][CH2:27][Cl:28].[O-:29][Ru:30](=[O:31])(=[O:32])=[O:33]>>[Br:1][c:2]1[c:3]([C:12]([CH3:13])=[O:14])[cH:4][c:5]([C:8]([F:9])([F:10])[F:11])[cH:6][cH:7]1. Starting materials: C(Cl)(Cl)Cl (chloroform), ClC1=CC=C(C=C1)C1=CC=C(C=C1)[N+](=O)[O-] (4′-Chloro-4-nitro-biphenyl), CC(C)([O-])C.[K+] (potassium t-butoxide). Solvent: C1CCOC1 (THF), CN(C)C=O (DMF), C1CCOC1 (THF). Reaction conditions: temperature -73 celsius, time 1 minute. The product is ClC1=CC=C(C=C1)C1=CC(=C(C=C1)[N+](=O)[O-])C(Cl)Cl (4′-chloro-3-(1,1-dichloro-methyl)-4-nitro-biphenyl). Isolated yield 63.0%. As a reaction SMILES: [Cl:1][C:2]1[CH:7]=[CH:6][C:5]([C:8]2[CH:13]=[CH:12][C:11]([N+:14]([O-:16])=[O:15])=[CH:10][CH:9]=2)=[CH:4][CH:3]=1.CC(C)([O-])C.[K+].[CH:23](Cl)([Cl:25])[Cl:24]>CN(C=O)C.C1COCC1>[Cl:1][C:2]1[CH:3]=[CH:4][C:5]([C:8]2[CH:13]=[CH:12][C:11]([N+:14]([O-:16])=[O:15])=[C:10]([CH:23]([Cl:25])[Cl:24])[CH:9]=2)=[CH:6][CH:7]=1 |f:1.2|. Reported procedure: 4′-Chloro-4-nitro-biphenyl [J. Amer. Chem. Soc; 68; 1946; 404] (2.74 g, 11.7 mmol) was dissolved in DMF (20 ml) and THF (6 ml), then potassium t-butoxide 5.26 g (47 mmol) was added. The stirred mixture was cooled to −73° C. then a solution of chloroform in THF (6 ml) was slowly introduced, maintaining this temperature. After a further 1 minute, the reaction was quenched with acetic acid (5 ml). The mixture was poured into water (200 ml) and extracted with dichloromethane. The crude product was p...